From a dataset of the Open Reaction Database (ORD), a public repository of structured organic reaction records. describe an organic reaction: reactants, conditions, products, and yield Starting materials: FC(OC1=CC2=C(NC(=N2)S(=O)CC2=NC=CC(=C2OC)OC)C=C1)F (5-Difluoromethoxy-2-[(3,4-dimethoxy-2-pyridyl)methylsulfinyl]-1H-benzimidazole), ClC1=CC=C(C=C1)S(=O)(=O)Cl (4-Chlorobenzenesulfonyl chloride), [Na] (sodium), C([O-])([O-])=O.[Na+].[Na+] (sodium carbonate). Run in ClCCl (dichloromethane). Run at temperature 4 celsius, time 8 hour. Product: ClC1=CC=C(C=C1)S(=O)(=O)N1C(=NC2=C1C=CC(=C2)OC(F)F)S(=O)CC2=NC=CC(=C2OC)OC (1-(4-chlorobenzenesulfonyl)-5-difluoromethoxy-2- [(3,4-dimethoxy-2-pyridyl)methylsulfinyl]-1H-benzimidazole). The yield is 74.5%. Reaction SMILES: [F:1][CH:2]([F:26])[O:3][C:4]1[CH:25]=[CH:24][C:7]2[NH:8][C:9]([S:11]([CH2:13][C:14]3[C:19]([O:20][CH3:21])=[C:18]([O:22][CH3:23])[CH:17]=[CH:16][N:15]=3)=[O:12])=[N:10][C:6]=2[CH:5]=1.[Na].C(=O)([O-])[O-].[Na+].[Na+].[Cl:34][C:35]1[CH:40]=[CH:39][C:38]([S:41](Cl)(=[O:43])=[O:42])=[CH:37][CH:36]=1>ClCCl>[Cl:34][C:35]1[CH:40]=[CH:39][C:38]([S:41]([N:8]2[C:7]3[CH:24]=[CH:25][C:4]([O:3][CH:2]([F:1])[F:26])=[CH:5][C:6]=3[N:10]=[C:9]2[S:11]([CH2:13][C:14]2[C:19]([O:20][CH3:21])=[C:18]([O:22][CH3:23])[CH:17]=[CH:16][N:15]=2)=[O:12])(=[O:43])=[O:42])=[CH:37][CH:36]=1 |f:2.3.4,^1:26|. Procedure details: 5-Difluoromethoxy-2-[(3,4-dimethoxy-2-pyridyl)methylsulfinyl]-1H-benzimidazole, sodium salt sesquihydrate (432 mg, 1 mmole) was suspended in 30 ml of dichloromethane in the presence of anhydrous sodium carbonate (100 mg). 4-Chlorobenzenesulfonyl chloride (211 mg, 1 mmole) was added to the suspension and stirred at 4° C. overnight. The organic layer was separated by filtration and concentrated under reduced pressure. The residual solid was crystallized from dichloromethane-ethyl ether-heptane. 41... Starting materials: C(C)(C)N(C(C)C)CC (N,N-Diisopropylethylamine), CC1=NC2=CC=CC(=C2C=C1)N1CCN(CC1)CCC=1C=C(N)C=CC1 (3-{2-[4-(2-methyl-5-quinolinyl)-1-piperazinyl]ethyl}aniline), CS(=O)(=O)OCCC1=CC(=CC=C1)I (2-(3-iodophenyl)ethyl methanesulfonate). The solvent is CN(C=O)C (dimethylformamide). Reaction conditions: temperature 90 celsius. Product: IC=1C=C(C=CC1)CCN1CCN(CC1)C1=C2C=CC(=NC2=CC=C1)C (5-{4-[2-(3-Iodophenyl)ethyl]-1-piperazinyl}-2-methylquinoline). Yield: 86.7%. RXN SMILES: C(N(CC)C(C)C)(C)C.[CH3:10][C:11]1[CH:20]=[CH:19][C:18]2[C:13](=[CH:14][CH:15]=[CH:16][C:17]=2[N:21]2[CH2:26][CH2:25][N:24]([CH2:27][CH2:28][C:29]3[CH:30]=[C:31]([CH:33]=[CH:34][CH:35]=3)N)[CH2:23][CH2:22]2)[N:12]=1.CS(OCCC1C=CC=C([I:49])C=1)(=O)=O>CN(C)C=O>[I:49][C:31]1[CH:30]=[C:29]([CH2:28][CH2:27][N:24]2[CH2:23][CH2:22][N:21]([C:17]3[CH:16]=[CH:15][CH:14]=[C:13]4[C:18]=3[CH:19]=[CH:20][C:11]([CH3:10])=[N:12]4)[CH2:26][CH2:25]2)[CH:35]=[CH:34][CH:33]=1. Procedure: N,N-Diisopropylethylamine (1.7 mL; 1.5 eq) was added to a solution of 2-methyl-5-(1-piperazinyl)quinoline (D3) (1.31 g; 0.9 eq) and 2-(3-iodophenyl)ethyl methanesulfonate (2.1 g) in dimethylformamide (20 mL). The reaction mixture was heated to 90° C. for 5 hours. The dark solution was concentrated under reduced pressure, and purified by ion-exchange chromatography (SCX-2), eluting with methanol-ammonia/methanol (1M), (1:0) to (0:1). The combined basic fractions were concentrated under vacuum and... Starting materials: C1(=CC=CC=C1)S(=O)(=O)NN (benzenesulfonohydrazide), C(C1=CC=CC=C1)=O (benzaldehyde). Run in CO (methanol). Conditions: time 1 hour. The product is C(C1=CC=CC=C1)=NNS(=O)(=O)C1=CC=CC=C1 (N′-benzylidenebenzenesulfonohydrazide). RXN SMILES: [C:1]1([S:7]([NH:10][NH2:11])(=[O:9])=[O:8])[CH:6]=[CH:5][CH:4]=[CH:3][CH:2]=1.[CH:12](=O)[C:13]1[CH:18]=[CH:17][CH:16]=[CH:15][CH:14]=1>CO>[CH:12](=[N:11][NH:10][S:7]([C:1]1[CH:2]=[CH:3][CH:4]=[CH:5][CH:6]=1)(=[O:8])=[O:9])[C:13]1[CH:18]=[CH:17][CH:16]=[CH:15][CH:14]=1. Procedure details: A four neck flask (1 liter) equipped with a thermometer, a reflux condenser and a stirrer was charged with 86 g (0.5 mol) of benzenesulfonohydrazide and 700 ml of methanol, and 63.6 g (0.6 mol) of benzaldehyde was dropwise added thereto in one hour while stirring at room temperature and heated under reflux for about 5 hours. The reaction liquid was cooled down to 20° C. or lower, and then crystal was filtered off and dried under reduced pressure, whereby white crystal was obtained. The yield is 95.2%. Reaction SMILES: [CH3:1][O:2][C:3]([C:5]1[CH:6]=[N:7][N:8]([C:11]([CH3:14])([CH3:13])[CH3:12])[C:9]=1[CH3:10])=[O:4].[Br:15]N1C(=O)CCC1=O.[Al]>C(Cl)(Cl)(Cl)Cl>[CH3:1][O:2][C:3]([C:5]1[CH:6]=[N:7][N:8]([C:11]([CH3:14])([CH3:13])[CH3:12])[C:9]=1[CH2:10][Br:15])=[O:4]. Starting materials: COC(=O)C=1C=NN(C1C)C(C)(C)C (1-tert-butyl-5-methyl-1H-pyrazole-4-carboxylic acid methyl ester), BrN1C(CCC1=O)=O (N-bromosuccinimide), [Al] (aluminum). Procedure: A solution of 1-tert-butyl-5-methyl-1H-pyrazole-4-carboxylic acid methyl ester (3.38 g, 17.22 mmol) (as described in Example 54, Step 2) in carbon tetrachloride (12.2 mL, 1.41M) at 25° C. was treated with N-bromosuccinimide (3.10 g, 17.41 mmol). The reaction flask was fitted with a reflux condenser. The set-up was wrapped with aluminum foil and was then illuminated with a 250 Watt sun lamp for 3 h. At this time, the reaction was filtered and was rinsed with carbon tetrachloride. The filtrate was... The solvent is C(Cl)(Cl)(Cl)Cl (carbon tetrachloride). The product is ethyl acetate hexanes, COC(=O)C=1C=NN(C1CBr)C(C)(C)C (5-bromomethyl-1-tert-butyl-1H-pyrazole-4-carboxylic acid methyl ester).